Dataset: the Open Reaction Database (ORD), a public repository of structured organic reaction records. Task: describe an organic reaction: reactants, conditions, products, and yield The reactants are COC(=O)C(=O)c1ccc(S(C)(=O)=O)c(Cl)c1, CO, NOC1CCCC1. Product: COC(=O)C(=NOC1CCCC1)c1ccc(S(C)(=O)=O)c(Cl)c1. Reaction SMILES: [CH3:1][O:2][C:3]([C:4](=[O:5])[c:6]1[cH:7][c:8]([Cl:16])[c:9]([S:12](=[O:13])(=[O:14])[CH3:15])[cH:10][cH:11]1)=[O:17].[CH3:25][OH:26].[CH:18]1([O:23][NH2:24])[CH2:19][CH2:20][CH2:21][CH2:22]1>>[CH3:1][O:2][C:3]([C:4]([c:6]1[cH:7][c:8]([Cl:16])[c:9]([S:12](=[O:13])(=[O:14])[CH3:15])[cH:10][cH:11]1)=[N:24][O:23][CH:18]1[CH2:19][CH2:20][CH2:21][CH2:22]1)=[O:17]. The product is Cc1c(C(Cl)C2CCCCC2)oc2ccc(C#N)cc12. Starting materials: O=C([O-])O, Cc1ccccc1, Cc1c(C(O)C2CCCCC2)oc2ccc(C#N)cc12, [Na+], O=S(Cl)Cl. As a reaction SMILES: [C:25](=[O:26])([O-:27])[OH:28].[CH3:30][c:31]1[cH:32][cH:33][cH:34][cH:35][cH:36]1.[CH:1]1([CH:7]([c:8]2[o:9][c:10]3[c:11]([c:12]2[CH3:13])[cH:14][c:15]([C:18]#[N:19])[cH:16][cH:17]3)[OH:20])[CH2:2][CH2:3][CH2:4][CH2:5][CH2:6]1.[Na+:29].[S:21]([Cl:22])([Cl:23])=[O:24]>>[CH:1]1([CH:7]([c:8]2[o:9][c:10]3[c:11]([c:12]2[CH3:13])[cH:14][c:15]([C:18]#[N:19])[cH:16][cH:17]3)[Cl:23])[CH2:2][CH2:3][CH2:4][CH2:5][CH2:6]1.